describe an organic reaction: reactants, conditions, products, and yield From a dataset of the Open Reaction Database (ORD), a public repository of structured organic reaction records. Starting materials: C1CCC2=CC(=CC=C12)NC=1NCCN1 (2-(5-Indanylamino)-2-imidazoline), BrBr (bromine). Solvent: C(C)(=O)O (acetic acid), C(C)(=O)O (acetic acid). Run at time 5 minute. Yields the product Br.BrC1=C(C=C2CCCC2=C1)NC=1NCCN1 (2-(6-Bromo-5-indanylamino)-2-imidazoline hydrobromide). Isolated yield 14.5%. RXN SMILES: [CH2:1]1[C:9]2[C:4](=[CH:5][C:6]([NH:10][C:11]3[NH:12][CH2:13][CH2:14][N:15]=3)=[CH:7][CH:8]=2)[CH2:3][CH2:2]1.[Br:16]Br>C(O)(=O)C>[BrH:16].[Br:16][C:7]1[CH:8]=[C:9]2[C:4]([CH2:3][CH2:2][CH2:1]2)=[CH:5][C:6]=1[NH:10][C:11]1[NH:15][CH2:14][CH2:13][N:12]=1 |f:3.4|. Procedure details: To a solution of 2-(5-Indanylamino)-2-imidazoline (100 mg, 0.497 mmol) in acetic acid (7 mL) was added a solution of bromine (153 mg, 0.957 mmol) in acetic acid (1 mL). The resulting mixture was stirred for 5 min, and the solvent was removed. The residue was flash chromatographed over silica gel (EtOAc:MeOH:Et3N=6:2:1) to afford a solid, which was recrystallized from dichloromethane/hexane to give a beige solid (25 mg, 14% yield): mp 220-221° C.; HRMS (EI) calcd. for C12H14N3Br 279.0371, obsd. 2... Starting materials: CC(C)(C)[O-], COCC(C)O, Nc1nc(Cl)nc2c1ncn2C1CCCCO1, [K+]. Yields the product COCC(C)Oc1nc(N)c2ncn(C3CCCCO3)c2n1. RXN SMILES: [CH3:1][C:2]([CH3:3])([O-:4])[CH3:5].[CH3:24][O:25][CH2:26][CH:27]([CH3:28])[OH:29].[Cl:7][c:8]1[n:9][c:10]([NH2:23])[c:11]2[n:12][cH:13][n:14]([CH:17]3[O:18][CH2:19][CH2:20][CH2:21][CH2:22]3)[c:15]2[n:16]1.[K+:6]>>[c:8]1([O:29][CH:27]([CH2:26][O:25][CH3:24])[CH3:28])[n:9][c:10]([NH2:23])[c:11]2[n:12][cH:13][n:14]([CH:17]3[O:18][CH2:19][CH2:20][CH2:21][CH2:22]3)[c:15]2[n:16]1. Starting materials: COC([C@H](NC([C@@H](NC(=O)OCC1=CC=CC=C1)CC\C=C(/NC(=O)OC(C)(C)C)\C(=O)OC)=O)C)=O ((Z)-N-[5,6-Didehydro-N6 -[(1,1-dimethylethoxy)-carbonyl]-6-(methoxycarbonyl)-N2 -[(phenylmethoxy)-carbonyl]-L-lysyl]-D-alanine Methyl Ester), [H][H] (hydrogen), C1(=CC=CC=C1)P(C1=CC=CC=C1)[C@@H](C)[C@H](C)P(C1=CC=CC=C1)C1=CC=CC=C1.CC=CCC=CC (hepta-2,5-diene [2S,3S]bis(diphenylphosphino)butane). Reagents/catalysts: Cl(=O)(=O)(=O)[O-].[Rh+] (rhodium(I) perchlorate). Solvent: C(C)(=O)O (acetic acid), C1CCOC1 (THF). Product: COC([C@H](NC([C@H](NC(=O)OCC1=CC=CC=C1)CCCC(NC(=O)OC(C)(C)C)C(=O)OC)=O)C)=O (N-[N6 -[(1,1-Dimethylethoxy)carbonyl]-(R)-6-(methoxycarbonyl)-N2 -[(phenylmethoxy)carbonyl]-L-lysyl]-D-Alanine Methyl Ester). The yield is 92.6%. As a reaction SMILES: [CH3:1][O:2][C:3](=[O:37])[C@@H:4]([CH3:36])[NH:5][C:6](=[O:35])[C@H:7]([CH2:19][CH2:20]/[CH:21]=[C:22](/[C:31]([O:33][CH3:34])=[O:32])\[NH:23][C:24]([O:26][C:27]([CH3:30])([CH3:29])[CH3:28])=[O:25])[NH:8][C:9]([O:11][CH2:12][C:13]1[CH:18]=[CH:17][CH:16]=[CH:15][CH:14]=1)=[O:10].[H][H].C1(P([C@H]([C@@H](P(C2C=CC=CC=2)C2C=CC=CC=2)C)C)C2C=CC=CC=2)C=CC=CC=1.CC=CCC=CC>C(O)(=O)C.C1COCC1.Cl([O-])(=O)(=O)=O.[Rh+]>[CH3:1][O:2][C:3](=[O:37])[C@@H:4]([CH3:36])[NH:5][C:6](=[O:35])[C@@H:7]([CH2:19][CH2:20][CH2:21][CH:22]([C:31]([O:33][CH3:34])=[O:32])[NH:23][C:24]([O:26][C:27]([CH3:29])([CH3:30])[CH3:28])=[O:25])[NH:8][C:9]([O:11][CH2:12][C:13]1[CH:18]=[CH:17][CH:16]=[CH:15][CH:14]=1)=[O:10] |f:2.3,6.7|. Procedure details: A solution of 8.5 g of 47c in 25 mL of acetic acid and 250 mL of THF is hydrogenated at 48 psi of hydrogen over 0.5 g of (bicyclo(2.2.1.)hepta-2,5-diene [2S,3S]bis(diphenylphosphino)butane)rhodium(I) perchlorate for 18 h. The reaction is filtered and evaporated to a residue. The residue is chromatographed using variable gradient hexane-ethyl acetate to give 7.9 g of reduced product as a residue. Multiple crystallizations give 2.6 g of diastereomerically pure 40c. NMR(CDCl3) δ 1.40(d,J=6 Hz,3H); ... Reactants: CCO, Fc1ccc2c(-c3ccc(OCC4CO4)cc3)noc2c1, NCc1ccccc1C(F)(F)F. Product: OC(CNCc1ccccc1C(F)(F)F)COc1ccc(-c2noc3cc(F)ccc23)cc1. Reaction SMILES: [CH3:34][CH2:35][OH:36].[F:1][c:2]1[cH:3][c:4]2[c:5]([c:6](-[c:9]3[cH:10][cH:11][c:12]([O:15][CH2:16][CH:17]4[O:18][CH2:19]4)[cH:13][cH:14]3)[n:7][o:8]2)[cH:20][cH:21]1.[F:22][C:23]([c:24]1[c:25]([CH2:26][NH2:27])[cH:28][cH:29][cH:30][cH:31]1)([F:32])[F:33]>>[F:1][c:2]1[cH:3][c:4]2[c:5]([c:6](-[c:9]3[cH:10][cH:11][c:12]([O:15][CH2:16][CH:17]([OH:18])[CH2:19][NH:27][CH2:26][c:25]4[c:24]([C:23]([F:22])([F:32])[F:33])[cH:31][cH:30][cH:29][cH:28]4)[cH:13][cH:14]3)[n:7][o:8]2)[cH:20][cH:21]1. Starting materials: C1(=CC=C(C=C1)S(=O)(=O)N1[C@@H]2CN([C@H](C1)C2)C)C ((1S, 4S)-2-(4-Toluenesul- fonyl)-5-methyl-2,5-diazabicyclo-[2.2.1]heptane), Br (hydrogen bromide). Solvent: C(C)(=O)O (acetic acid). Yields the product Br.Br.CN1[C@@H]2CN[C@H](C1)C2 ((1S, 4S)-2-Methyl-2,5-diazabicyclo-[2.2.1]-heptane, dihydrobromide). Yield: 81.0%. RXN SMILES: C1(C)C=CC(S([N:10]2[CH2:15][C@@H:14]3[CH2:16][C@H:11]2[CH2:12][N:13]3[CH3:17])(=O)=O)=CC=1.[BrH:19]>C(O)(=O)C>[BrH:19].[BrH:19].[CH3:17][N:13]1[CH2:12][C@@H:11]2[CH2:16][C@H:14]1[CH2:15][NH:10]2 |f:3.4.5|. Procedure: 60 g (225 mmol) of (1S, 4S)-2-(4-Toluenesul- fonyl)-5-methyl-2,5-diazabicyclo-[2.2.1]heptane was suspended in 900 ml of 30% hydrogen bromide in acetic acid and the mixture was allowed to stir at room temperature. After 6 hours the acetic acid was removed under aspirator pressure to 1/4 of the original volume and 1800 ml of ethylacetate was then added. A solid precipitated and was filtered under an inert atmosphere. The product was recrystallized by dissolving in a minimum amount of methanol at r... Reactants: COC=1C=C2CCC(C(C2=CC1)=O)(C)C1=CC=C(C=C1)OC (3,4-dihydro-6-methoxy-2-p-methoxyphenyl-2-methylnaphthalen-1(2H)-one), C(CCC)[Li] (n-Butyllithium), [Cl-].[NH4+] (ammonium chloride), solution, O1C(CCCC1)OCCCCC#C (6-tetrahydropyranyloxyhex-1-yne). Solvent: O1CCCC1 (tetrahydrofuran), CCCCCC (hexane), O1CCCC1 (tetrahydrofuran). Run at time 30 minute. Product: COC=1C=C2CCC(C(C2=CC1)(O)C#CCCCCOC1OCCCC1)(C)C1=CC=C(C=C1)OC (6-methoxy-2-p-methoxyphenyl-2-methyl-1-(6-tetrahydropyranyloxyhex-1-ynyl)-1,2,3,4-tetrahydronaphth-1-ol). Reaction SMILES: C([Li])CCC.[O:6]1[CH2:11][CH2:10][CH2:9][CH2:8][CH:7]1[O:12][CH2:13][CH2:14][CH2:15][CH2:16][C:17]#[CH:18].[CH3:19][O:20][C:21]1[CH:22]=[C:23]2[C:28](=[CH:29][CH:30]=1)[C:27](=[O:31])[C:26]([C:33]1[CH:38]=[CH:37][C:36]([O:39][CH3:40])=[CH:35][CH:34]=1)([CH3:32])[CH2:25][CH2:24]2.[Cl-].[NH4+]>CCCCCC.O1CCCC1>[CH3:19][O:20][C:21]1[CH:22]=[C:23]2[C:28](=[CH:29][CH:30]=1)[C:27]([C:18]#[C:17][CH2:16][CH2:15][CH2:14][CH2:13][O:12][CH:7]1[CH2:8][CH2:9][CH2:10][CH2:11][O:6]1)([OH:31])[C:26]([C:33]1[CH:38]=[CH:37][C:36]([O:39][CH3:40])=[CH:35][CH:34]=1)([CH3:32])[CH2:25][CH2:24]2 |f:3.4|. Procedure: n-Butyllithium (8.4 ml. of a 1.55 molar solution in hexane) was added to a solution of 6-tetrahydropyranyloxyhex-1-yne (2.25 g.) in tetrahydrofuran (25 ml.) at 10° C., the mixture was allowed to warm up to laboratory temperature and was stirred at that temperature for 30 minutes, and was then recooled to 10° C. A solution of 3,4-dihydro-6-methoxy-2-p-methoxyphenyl-2-methylnaphthalen-1(2H)-one (2.0 g.) in tetrahydrofuran (20 ml.) was added dropwise and the mixture was allowed to warm up to labora... Starting materials: CC1=C(C=C(C(=O)Cl)C=C1)OC1=NC=CC=C1C1=NC(=NC=C1)NC (4-methyl-3-[3-(2-methylamino-pyrimidin-4-yl)-pyridin-2-yloxy]-benzoyl chloride), [Br-].[Mg+2].[Br-] (magnesium-bromide), C1CCOC1 (THF), [Br-].[Mg+2].[Br-].COC1=CC=CC=C1 (magnesium-bromide 2-methoxy-benzene), C1CCOC1 (THF). Run in C(Cl)Cl (methylene chloride). Run at temperature -78 celsius. The product is COC1=C(C=CC=C1)C(=O)C1=CC(=C(C=C1)C)OC1=NC=CC=C1C1=NC(=NC=C1)NC ((2-Methoxy-phenyl)-{4-methyl-3-[3-(2-methylamino-pyrimidin-4-yl)-pyridin-2-yloxy]-phenyl}-methanone). Reaction SMILES: [CH3:1][C:2]1[CH:10]=[CH:9][C:5]([C:6](Cl)=[O:7])=[CH:4][C:3]=1[O:11][C:12]1[C:17]([C:18]2[CH:23]=[CH:22][N:21]=[C:20]([NH:24][CH3:25])[N:19]=2)=[CH:16][CH:15]=[CH:14][N:13]=1.C1COCC1.[Br-].[Mg+2].[Br-].[CH3:34][O:35][C:36]1[CH:41]=[CH:40][CH:39]=[CH:38][CH:37]=1.[Br-].[Mg+2].[Br-]>C(Cl)Cl>[CH3:34][O:35][C:36]1[CH:41]=[CH:40][CH:39]=[CH:38][C:37]=1[C:6]([C:5]1[CH:9]=[CH:10][C:2]([CH3:1])=[C:3]([O:11][C:12]2[C:17]([C:18]3[CH:23]=[CH:22][N:21]=[C:20]([NH:24][CH3:25])[N:19]=3)=[CH:16][CH:15]=[CH:14][N:13]=2)[CH:4]=1)=[O:7] |f:2.3.4.5,6.7.8|. Procedure: To 4-methyl-3-[3-(2-methylamino-pyrimidin-4-yl)-pyridin-2-yloxy]-benzoyl chloride (50 mg, 0.14 mmol) in a flame dried, round-bottom flask under nitrogen and cooled to −78° C. was added 4 ml of THF, 2 ml methylene chloride and magnesium-bromide-2-methoxy-benzene in THF (0.3 ml, 0.6 mmol). After addition of the magnesium-bromide, the −78° C. dry ice bath was removed and the reaction allowed to warm to room temperature over 4 h. The reaction was quenched with saturated sodium bicarbonate solution a...